From a dataset of the Open Reaction Database (ORD), a public repository of structured organic reaction records. describe an organic reaction: reactants, conditions, products, and yield Reactants: N(=C=S)CC(=O)OCC (Ethyl isothiocyanatoacetate), N(=C=O)CC(=O)OCC (ethyl isocyanatoacetate), Cl (HCl), [O-][Mn](=O)(=O)=O.[K+] (KMnO4). Product: C(C)OC(=O)CN1C(N(SC1=O)CC(=O)OCC)=O (4-(Ethoxycarbonylmethyl)-2-(ethoxycarbonylmethyl)-1,2,4-thiadiazolidine-3,5-dione). Reaction SMILES: [N:1]([CH2:4][C:5]([O:7][CH2:8][CH3:9])=[O:6])=[C:2]=[S:3].Cl.[O-:11][Mn](=O)(=O)=O.[K+].[N:17]([CH2:20][C:21]([O:23][CH2:24][CH3:25])=[O:22])=[C:18]=[O:19]>>[CH2:8]([O:7][C:5]([CH2:4][N:1]1[C:2](=[O:11])[S:3][N:17]([CH2:20][C:21]([O:23][CH2:24][CH3:25])=[O:22])[C:18]1=[O:19])=[O:6])[CH3:9] |f:2.3|. Procedure: Reagents: Ethyl isothiocyanatoacetate (0.8 ml, 6.5 mmol), 35% HCl (3.1 ml), KMnO4 (0.5 g), ethyl isocyanatoacetate (0.73 ml, 6.5 mmol). Reactants: ClC=1C=C(C=CC1)NC(C(C)(C)N1COC(=C(C1=O)C1=CC=CC=C1)CBr)=O (N-(3-chlorophenyl)-2-(6-bromomethyl-2,3-dihydro-4-oxo-5-phenyl-4H-1,3-oxazin-3-yl)-2-methylpropanamide), ClC=1C=C(C=CC1)NC(C(C)(C)N1COC(=C(C1=O)C1=CC=CC=C1)CBr)=O (N-(3-chlorophenyl)-2-(6-bromomethyl-2,3-dihydro-4-oxo-5-phenyl-4H-1,3-oxazin-3-yl)-2-methylpropanamide), [I-].[Na+] (sodium iodide), CC(=O)C (acetone). Solvent: CCOCC (ether). The product is ClC=1C=C(C=CC1)NC(C(C)(C)N1OCC(=C(C1=O)C1=CC=CC=C1)CI)=O (N-(3-chlorophenyl)-2-(2,3-dihydro-6-iodomethyl-4-oxo-5-phenyl-4H-2,3-oxazin-3-yl)-2-methylpropanamide). RXN SMILES: [Cl:1][C:2]1[CH:3]=[C:4]([NH:8][C:9](=[O:28])[C:10]([N:13]2[C:18](=[O:19])[C:17]([C:20]3[CH:25]=[CH:24][CH:23]=[CH:22][CH:21]=3)=[C:16]([CH2:26]Br)OC2)([CH3:12])[CH3:11])[CH:5]=[CH:6][CH:7]=1.[I-:29].[Na+].C[C:32](C)=[O:33]>CCOCC>[Cl:1][C:2]1[CH:3]=[C:4]([NH:8][C:9](=[O:28])[C:10]([N:13]2[C:18](=[O:19])[C:17]([C:20]3[CH:25]=[CH:24][CH:23]=[CH:22][CH:21]=3)=[C:16]([CH2:26][I:29])[CH2:32][O:33]2)([CH3:11])[CH3:12])[CH:5]=[CH:6][CH:7]=1 |f:1.2|. Procedure details: A mixture of N-(3-chlorophenyl)-2-(6-bromomethyl-2,3-dihydro-4-oxo-5-phenyl-4H-1,3-oxazin-3-yl)-2-methylpropanamide (compound 8, 0.2 g) and sodium iodide (0.065 g) in acetone was heated under reflux for 18 hours, then evaporated to give a residue which was redissolved in ether. The ethereal solution was washed in turn with saturated aqueous sodium thiosulphate solution and water, dried (magnesium sulphate) and evaporated under reduced pressure to leave a residue which was purified by dry column ... Reactants: C1CCOC1, CO, COC(=O)c1cc2c(ncn2C)c(F)c1Nc1ccc(I)cc1F, [Li+], [OH-], O. The product is Cn1cnc2c(F)c(Nc3ccc(I)cc3F)c(C(=O)O)cc21. As a reaction SMILES: [CH2:27]1[O:28][CH2:29][CH2:30][CH2:31]1.[CH3:32][OH:33].[F:1][c:2]1[c:3]([NH:16][c:17]2[c:18]([F:24])[cH:19][c:20]([I:23])[cH:21][cH:22]2)[c:4]([C:12](=[O:13])[O:14][CH3:15])[cH:5][c:6]2[n:7]([CH3:11])[cH:8][n:9][c:10]12.[Li+:26].[OH-:25].[OH2:34]>>[F:1][c:2]1[c:3]([NH:16][c:17]2[c:18]([F:24])[cH:19][c:20]([I:23])[cH:21][cH:22]2)[c:4]([C:12](=[O:13])[OH:14])[cH:5][c:6]2[n:7]([CH3:11])[cH:8][n:9][c:10]12. The reactants are C(#C)C1=CN=C2N1N=CC=C2 (3-ethynylimidazo[1,2-b]pyridazine), IC=1C=C(C=CC1C)C1=NC2=C(N1)C=C(C=C2)N2C=NC(=C2)C (2-(3-iodo-4-methylphenyl)-6-(4-methyl-1H-imidazol-1-yl)-1H-benzo[d]imidazole). Product: CC1=C(C=C(C=C1)C1=NC2=C(N1)C=CC(=C2)N2C=NC(=C2)C)C#CC2=CN=C1N2N=CC=C1 (3-(2-(2-Methyl-5-(5-(4-methyl-1H-imidazol-1-yl)-1H-benzo[d]imidazol-2-yl)phenyl) ethynyl)imidazo[1,2-b]pyridazine). As a reaction SMILES: [C:1]([C:3]1[N:7]2[N:8]=[CH:9][CH:10]=[CH:11][C:6]2=[N:5][CH:4]=1)#[CH:2].I[C:13]1[CH:14]=[C:15]([C:20]2[NH:24][C:23]3[CH:25]=[C:26]([N:29]4[CH:33]=[C:32]([CH3:34])[N:31]=[CH:30]4)[CH:27]=[CH:28][C:22]=3[N:21]=2)[CH:16]=[CH:17][C:18]=1[CH3:19]>>[CH3:19][C:18]1[CH:17]=[CH:16][C:15]([C:20]2[NH:21][C:22]3[CH:28]=[CH:27][C:26]([N:29]4[CH:33]=[C:32]([CH3:34])[N:31]=[CH:30]4)=[CH:25][C:23]=3[N:24]=2)=[CH:14][C:13]=1[C:2]#[C:1][C:3]1[N:7]2[N:8]=[CH:9][CH:10]=[CH:11][C:6]2=[N:5][CH:4]=1. Reported procedure: The title compound was synthesized from 3-ethynylimidazo[1,2-b]pyridazine and 2-(3-iodo-4-methylphenyl)-6-(4-methyl-1H-imidazol-1-yl)-1H-benzo[d]imidazole (as prepared above) in a manner similar to that described for in Example 1. The title compound was obtained a pale yellow solid. Mp: 182-184° C.; 1H NMR (400 MHz, CD3OD) δ: 8.57 (2H, brs), 8.26 (1H, s), 7.98-8.05 (3H, m), 7.74 (1H, s), 7.68-7.70 (1H, d, J=8.4 Hz), 7.46-7.48 (2H, m), 7.42-7.44 (1H, d, J=8.4 Hz), 7.29-7.33 (1H, dd, J=4.4 and 9.2... Reactants: COC=1C=C2C3CCCCC3C(C(C2=CC1)COS(=O)(=O)C1=CC=C(C=C1)C)C1=CC=C(C=C1)OC (toluene-4-sulfonic acid 6-methoxy-10-(4-methoxy-phenyl)-1,2,3,4,4a,9,10,10a-octahydro-phenanthren-9-ylmethyl ester), [H-].[Al+3].[Li+].[H-].[H-].[H-] (lithium aluminum hydride), O1CCCC1 (tetrahydrofuran), [C@@H]([C@H](C(=O)[O-])O)(C(=O)[O-])O.[Na+].[K+] (Rochelle's salt). Solvent: C(C)(=O)OCC (ethyl acetate). Reaction conditions: time 5 hour. Yields the product COC=1C=C2C3CCCCC3C(C(C2=CC1)C)C1=CC=C(C=C1)OC (6-Methoxy-10-(4-methoxy-phenyl)-9-methyl-1,2,3,4,4a,9,10,10a-octahydro-phenanthrene). Isolated yield 85.3%. Reaction SMILES: [CH3:1][O:2][C:3]1[CH:4]=[C:5]2[C:14](=[CH:15][CH:16]=1)[CH:13]([CH2:17]OS(C1C=CC(C)=CC=1)(=O)=O)[CH:12]([C:29]1[CH:34]=[CH:33][C:32]([O:35][CH3:36])=[CH:31][CH:30]=1)[CH:11]1[CH:6]2[CH2:7][CH2:8][CH2:9][CH2:10]1.[H-].[Al+3].[Li+].[H-].[H-].[H-].O1CCCC1.[C@H](O)(C([O-])=O)[C@@H](O)C([O-])=O.[Na+].[K+]>C(OCC)(=O)C>[CH3:1][O:2][C:3]1[CH:4]=[C:5]2[C:14](=[CH:15][CH:16]=1)[CH:13]([CH3:17])[CH:12]([C:29]1[CH:30]=[CH:31][C:32]([O:35][CH3:36])=[CH:33][CH:34]=1)[CH:11]1[CH:6]2[CH2:7][CH2:8][CH2:9][CH2:10]1 |f:1.2.3.4.5.6,8.9.10|. Procedure: Combine toluene-4-sulfonic acid 6-methoxy-10-(4-methoxy-phenyl)-1,2,3,4,4a,9,10,10a-octahydro-phenanthren-9-ylmethyl ester (0.471 g, 0.93 mmol), lithium aluminum hydride (0.069 g, 1.86 mmol), and tetrahydrofuran (8.0 mL), and reflux under nitrogen atmosphere. After 5 hours, quench reaction by adding reaction to a stirred solution of Rochelle's salt (Na K Tartrate) and ethyl acetate. After several hours, separate the organic phase and wash with brine. Dry the organic phase with anhydrous sodium s... Starting materials: COC1=CC=C(C=N1)N1CCC(CC1)N1C[C@@H](CC1)NC(CNC(C1=CC(=CC=C1)C(F)(F)F)=O)=O (N-[2-({(3R)-1-[1-(6-methoxypyridin-3-yl)piperidin-4-yl]pyrrolidin-3-yl}amino)-2-oxoethyl]-3-(trifluoromethyl)benzamide), CC1=NOC(=C1N)C (3,5-dimethylisoxazol-4-amine), COC1=CC=C(C=N1)N (6-methoxypyridin-3-amine). The product is C(C1=CC=CC=C1)(=O)N (benzamide). Reaction SMILES: COC1N=CC(N2CCC(N3CC[C@@H](NC(=O)C[NH:23][C:24](=[O:35])[C:25]4[CH:30]=[CH:29][CH:28]=[C:27](C(F)(F)F)[CH:26]=4)C3)CC2)=CC=1.CC1C(N)=C(C)ON=1.COC1N=CC(N)=CC=1>>[C:24]([NH2:23])(=[O:35])[C:25]1[CH:30]=[CH:29][CH:28]=[CH:27][CH:26]=1. Procedure details: N-[2-({(3R)-1-[1-(3,5-dimethylisoxazol-4-yl)piperidin-4-yl]pyrrolidin-3-yl}amino)-2-oxoethyl]-3-trifluoromethyl)benzamide was synthesized in similar fashion to N-[2-({(3R)-1-[1-(6-methoxypyridin-3-yl)piperidin-4-yl]pyrrolidin-3-yl}amino)-2-oxoethyl]-3-(trifluoromethyl)benzamide, 3,5-dimethylisoxazol-4-amine was substituted for 6-methoxypyridin-3-amine. The crude product was purified by preparative HPLC. MS m/z: 494 (M+1). Reactants: COc1ccc(C2CCC(O)CC2NC(=O)c2ccc(OCC3CC3)c(OCC3CC3)c2)cc1OC, ClCCl, O=[Cr]O[Cr]=O, c1ccncc1. Product: COc1ccc(C2CCC(=O)CC2NC(=O)c2ccc(OCC3CC3)c(OCC3CC3)c2)cc1OC. Reaction SMILES: [CH:1]1([CH2:4][O:5][c:6]2[cH:7][c:8]([C:9](=[O:10])[NH:11][CH:12]3[CH:13]([c:19]4[cH:20][c:21]([O:27][CH3:28])[c:22]([O:25][CH3:26])[cH:23][cH:24]4)[CH2:14][CH2:15][CH:16]([OH:18])[CH2:17]3)[cH:29][cH:30][c:31]2[O:32][CH2:33][CH:34]2[CH2:35][CH2:36]2)[CH2:2][CH2:3]1.[Cl:37][CH2:38][Cl:39].[O:46]=[Cr:47][O:48][Cr:49]=[O:50].[cH:40]1[cH:41][cH:42][n:43][cH:44][cH:45]1>>[CH:1]1([CH2:4][O:5][c:6]2[cH:7][c:8]([C:9](=[O:10])[NH:11][CH:12]3[CH:13]([c:19]4[cH:20][c:21]([O:27][CH3:28])[c:22]([O:25][CH3:26])[cH:23][cH:24]4)[CH2:14][CH2:15][C:16](=[O:18])[CH2:17]3)[cH:29][cH:30][c:31]2[O:32][CH2:33][CH:34]2[CH2:35][CH2:36]2)[CH2:2][CH2:3]1. Reactants: ClC1=C(C(=CC=C1)OC)CC#N (2-chloro-6-methoxyphenylacetonitrile), [OH-].[K+] (potassium hydroxide), C(CO)O (ethylene glycol). Yields the product ClC1=C(C(=CC=C1)OC)CC(=O)O ((2-Chloro-6-methoxyphenyl)acetic acid). As a reaction SMILES: [Cl:1][C:2]1[CH:7]=[CH:6][CH:5]=[C:4]([O:8][CH3:9])[C:3]=1CC#N.[OH-:13].[K+].[CH2:15]([OH:18])[CH2:16]O>>[Cl:1][C:2]1[CH:7]=[CH:6][CH:5]=[C:4]([O:8][CH3:9])[C:3]=1[CH2:16][C:15]([OH:18])=[O:13] |f:1.2|. Procedure details: 325 g of 2-chloro-6-methoxyphenylacetonitrile are reacted with 171 g of potassium hydroxide in 690 ml of ethylene glycol. 331 g of solid are obtained (m.p. 164-165° C.).